This data is from the Open Reaction Database (ORD), a public repository of structured organic reaction records. The task is: describe an organic reaction: reactants, conditions, products, and yield Starting materials: Cl (hydrochloric acid), C(C)OCC(C)O (propylene glycol monoethyl ether), Cl (hydrochloric acid), C1(=CC=CC=C1)[Si](OC)(OC)OC (phenyltrimethoxysilane), C(C)O[Si](OCC)(OCC)OCC (tetraethoxysilane), C[Si](OCC)(OCC)OCC (methyltriethoxysilane), FC(S(=O)(=O)[O-])(F)F.CO[Si](OC)(OC)CCC1=[N+](C=CC=C1)C (trimethoxysilylethylmethylpyridinium trifluoromethanesulfonate). Solvent: O (water), CC(=O)C (acetone), CO (methanol), C(C)O (ethanol), CC(=O)C (acetone), CO (methanol). Product: FC(S(=O)(=O)[O-])(F)F.[NH+]1=CC=CC=C1 (Pyridinium Trifluoromethanesulfonate). As a reaction SMILES: C1([Si](OC)(OC)OC)C=CC=CC=1.C(O[Si](OCC)(OCC)OCC)C.C[Si](OCC)(OCC)OCC.[F:38][C:39]([F:45])([F:44])[S:40]([O-:43])(=[O:42])=[O:41].CO[Si](CC[C:55]1[CH:60]=[CH:59][CH:58]=[CH:57][N+:56]=1C)(OC)OC.Cl.C(OCC(O)C)C>O.CC(C)=O.CO.C(O)C>[F:38][C:39]([F:45])([F:44])[S:40]([O-:43])(=[O:42])=[O:41].[NH+:56]1[CH:57]=[CH:58][CH:59]=[CH:60][CH:55]=1 |f:3.4,11.12|. Procedure details: 4.92 g of phenyltrimethoxysilane, 72.39 g of tetraethoxysilane, 22.04 g of methyltriethoxysilane, 0.56 g of the 30% methanol solution of trimethoxysilylethylmethylpyridinium trifluoromethanesulfonate, and 150 g of acetone were charged into a 500 mL flask to be dissolved and the resultant mixed solution was warmed while stirring the mixed solution with a magnetic stirrer to reflux. Next, 33.13 g of 0.01 M hydrochloric acid was added to the mixed solution. The mixed solution was subjected to the r...